Dataset: the Open Reaction Database (ORD), a public repository of structured organic reaction records. Task: describe an organic reaction: reactants, conditions, products, and yield Reactants: ClCC=1C(=NC=CC1)C (3-chloromethyl-2-methylpyridine), ClC=1C=C(C(=O)OO)C=CC1 (m-chloroperoxybenzoic acid). Solvent: C(Cl)(Cl)Cl (CHCl3). Run at time 1.5 hour. Yields the product ClCC=1C(=[N+](C=CC1)[O-])C (3-Chloromethyl-2-methylpyridine N-oxide). RXN SMILES: [Cl:1][CH2:2][C:3]1[C:4]([CH3:9])=[N:5][CH:6]=[CH:7][CH:8]=1.ClC1C=C(C=CC=1)C(OO)=[O:15]>C(Cl)(Cl)Cl>[Cl:1][CH2:2][C:3]1[C:4]([CH3:9])=[N+:5]([O-:15])[CH:6]=[CH:7][CH:8]=1. Procedure: To a stirred solution of 3-chloromethyl-2-methylpyridine from Step 2 above (0.50 g; 3.5 mmol) in CHCl3 (40 mL) was added m-chloroperoxybenzoic acid (1.1 g of 55:45 mCPBA:mCBA; 3.5 mmol). After 1.5 h, TLC analysis indicated complete conversion to a lower Rf product. The solution was extracted with equal volumes of saturated aqueous NaHCO3 and water, dried (MgSO4), filtered, and evaporated under reduced pressure. The residue was purified by pressurized silica gel column chromatography using 97:3 C... Reactants: CC=1C(=CSC1)C1=CC=C(C=2N=CC=NC12)C(=O)O (8-(4-methyl-thiophen-3-yl)-quinoxaline-5-carboxylic acid), CC=1C(=CSC1)B(O)O (4-methyl-3-thiopheneboronic acid), Cl.CN1CCN(CC1)CC=1C=CC(=NC1)N (5-(4-methyl-piperazin-1-ylmethyl)-pyridin-2-ylamine hydrochloride), CN(C)C(=[N+](C)C)ON1C2=C(C=CC=C2)N=N1.[B-](F)(F)(F)F (TBTU). Solvent: C(Cl)Cl.CO (DCM MeOH). Conditions: time 8 hour. Product: carboxylic acid, CN1CCN(CC1)CC=1C=CC(=NC1)NC(=O)C=1C=2N=CC=NC2C(=CC1)C1=CSC=C1C (8-(4-Methyl-thiophen-3-yl)-quinoxaline-5-carboxylic acid [5-(4-methyl-piperazin-1-ylmethyl)-pyridin-2-yl]-amide). As a reaction SMILES: Cl.[CH3:2][N:3]1[CH2:8][CH2:7][N:6]([CH2:9][C:10]2[CH:11]=[CH:12][C:13]([NH2:16])=[N:14][CH:15]=2)[CH2:5][CH2:4]1.CN(C(ON1N=NC2C=CC=CC1=2)=[N+](C)C)C.[B-](F)(F)(F)F.[CH3:39][C:40]1[C:41]([C:45]2[C:54]3[N:53]=[CH:52][CH:51]=[N:50][C:49]=3[C:48]([C:55](O)=[O:56])=[CH:47][CH:46]=2)=[CH:42][S:43][CH:44]=1.CC1C(B(O)O)=CSC=1>C(Cl)Cl.CO>[CH3:2][N:3]1[CH2:8][CH2:7][N:6]([CH2:9][C:10]2[CH:11]=[CH:12][C:13]([NH:16][C:55]([C:48]3[C:49]4[N:50]=[CH:51][CH:52]=[N:53][C:54]=4[C:45]([C:41]4[C:40]([CH3:39])=[CH:44][S:43][CH:42]=4)=[CH:46][CH:47]=3)=[O:56])=[N:14][CH:15]=2)[CH2:5][CH2:4]1 |f:0.1,2.3,6.7|. Reported procedure: The title compound was prepared in analogy to the procedure described in Step 14.1 but stirring the reaction mixture at rt overnight, using 2 equiv of 5-(4-methyl-piperazin-1-ylmethyl)-pyridin-2-ylamine hydrochloride (Example 31), TBTU (2 equiv) and 8-(4-methyl-thiophen-3-yl)-quinoxaline-5-carboxylic acid. The carboxylic acid was synthesized as described in Steps 1.2-1.7 but using 4-methyl-3-thiopheneboronic acid in Step 1.4. Title compound: ESI-MS: 459.1 [M+H]+; tR=3.41 min (System 1); TLC: Rf=...